This data is from the Open Reaction Database (ORD), a public repository of structured organic reaction records. The task is: describe an organic reaction: reactants, conditions, products, and yield Starting materials: CC(=O)Nc1nc(C)c(-c2cc(S(=O)(=O)N3CCN(C)CC3)sc2Br)s1, [Li]CCCC, C1CCOC1. The product is CC(=O)Nc1nc(C)c(-c2csc(S(=O)(=O)N3CCN(C)CC3)c2)s1. As a reaction SMILES: [Br:1][c:2]1[s:3][c:4]([S:17](=[O:18])(=[O:19])[N:20]2[CH2:21][CH2:22][N:23]([CH3:26])[CH2:24][CH2:25]2)[cH:5][c:6]1-[c:7]1[c:8]([CH3:16])[n:9][c:10]([NH:12][C:13]([CH3:14])=[O:15])[s:11]1.[CH2:27]([Li:28])[CH2:29][CH2:30][CH3:31].[CH2:32]1[O:33][CH2:34][CH2:35][CH2:36]1>>[cH:2]1[s:3][c:4]([S:17](=[O:18])(=[O:19])[N:20]2[CH2:21][CH2:22][N:23]([CH3:26])[CH2:24][CH2:25]2)[cH:5][c:6]1-[c:7]1[c:8]([CH3:16])[n:9][c:10]([NH:12][C:13]([CH3:14])=[O:15])[s:11]1. Yields the product C(C)(C)C1CC2=C(CN1C(=O)OCC1=CC=CC=C1)C=NN2 (benzyl 6-isopropyl-6,7-dihydro-1H-pyrazolo[4,3-c]pyridine-5(4H)-carboxylate). Reaction SMILES: ClC1C=CC(S([N:11]2[CH:16]([C:17]3[CH:22]=CC(F)=C[CH:18]=3)[CH2:15][C:14]3[NH:24][N:25]=[CH:26][C:13]=3[CH2:12]2)(=O)=O)=CC=1.FC1C=CC(C2CC(=O)CCN2[C:41]([O:43][CH2:44][C:45]2[CH:50]=[CH:49][CH:48]=[CH:47][CH:46]=2)=[O:42])=CC=1.ClC1C=CC(C2CC(=O)CCN2C(OCC2C=CC=CC=2)=O)=CC=1.FC1C=CC([Mg]Br)=CC=1.O.NN.N1CCC(=O)CC1>>[CH:17]([CH:16]1[N:11]([C:41]([O:43][CH2:44][C:45]2[CH:50]=[CH:49][CH:48]=[CH:47][CH:46]=2)=[O:42])[CH2:12][C:13]2[CH:26]=[N:25][NH:24][C:14]=2[CH2:15]1)([CH3:18])[CH3:22] |f:4.5|. The reactants are FC1=CC=C(C=C1)[Mg]Br (4-fluorophenylmagnesium bromide), ClC1=CC=C(C=C1)S(=O)(=O)N1CC2=C(CC1C1=CC=C(C=C1)F)NN=C2 (5-(4-Chlorophenylsulfonyl)-6-(4-fluorophenyl)-4,5,6,7-tetrahydro-1H-pyrazolo[4,3-c]pyridine), FC1=CC=C(C=C1)C1N(CCC(C1)=O)C(=O)OCC1=CC=CC=C1 (Benzyl 2-(4-fluorophenyl)-4-oxopiperidine-1-carboxylate), O.NN (hydrazine hydrate), ClC1=CC=C(C=C1)C1N(CCC(C1)=O)C(=O)OCC1=CC=CC=C1 (benzyl 2-(4-chlorophenyl)-4-oxopiperidine-1-carboxylate), N1CCC(CC1)=O (piperidin-4-one). Procedure: 5-(4-Chlorophenylsulfonyl)-6-(4-fluorophenyl)-4,5,6,7-tetrahydro-1H-pyrazolo[4,3-c]pyridine (Enantiomers A and B) Benzyl 2-(4-fluorophenyl)-4-oxopiperidine-1-carboxylate, prepared as described for compound 67 in Example using 4-fluorophenylmagnesium bromide, was formylated and treated with hydrazine hydrate as described for compound 50 in Example 1 to give benzyl 6-isopropyl-6,7-dihydro-1H-pyrazolo[4,3-c]pyridine-5(4H)-carboxylate. This compound was then deprotected and treated with 4-chlorophen... Reactants: COS(=O)(=O)OC, CC(=O)C(C)(C)CO, [Na+], [OH-], O. Yields the product COCC(C)(C)C(C)=O. RXN SMILES: [CH3:11][O:12][S:13]([O:14][CH3:15])(=[O:16])=[O:17].[CH3:3][C:4]([CH2:5][OH:6])([C:7]([CH3:8])=[O:9])[CH3:10].[Na+:2].[OH-:1].[OH2:18]>>[CH3:3][C:4]([CH2:5][O:6][CH3:11])([C:7]([CH3:8])=[O:9])[CH3:10]. Reactants: [BH3-]C#N, C=O, CC(=O)O, CCOC(C)=O, COC(=O)c1ccc2c(C3CCCCC3)c3n(c2c1)CC(NCCN(C)C)COc1ccccc1-3, ClCCl, [Na+], [Na+], [OH-]. Yields the product COC(=O)c1ccc2c(C3CCCCC3)c3n(c2c1)CC(N(C)CCN(C)C)COc1ccccc1-3. Reaction SMILES: [C:42]([BH3-:43])#[N:44].[CH2:36]=[O:37].[CH3:38][C:39](=[O:40])[OH:41].[CH3:51][CH2:52][O:53][C:54]([CH3:55])=[O:56].[CH:1]1([c:7]2[c:8]3[cH:9][cH:10][c:11]([C:32](=[O:33])[O:34][CH3:35])[cH:12][c:13]3[n:14]3[c:21]2-[c:20]2[c:19]([cH:25][cH:24][cH:23][cH:22]2)[O:18][CH2:17][CH:16]([NH:26][CH2:27][CH2:28][N:29]([CH3:30])[CH3:31])[CH2:15]3)[CH2:2][CH2:3][CH2:4][CH2:5][CH2:6]1.[Cl:48][CH2:49][Cl:50].[Na+:45].[Na+:47].[OH-:46]>>[CH:1]1([c:7]2[c:8]3[cH:9][cH:10][c:11]([C:32](=[O:33])[O:34][CH3:35])[cH:12][c:13]3[n:14]3[c:21]2-[c:20]2[c:19]([cH:25][cH:24][cH:23][cH:22]2)[O:18][CH2:17][CH:16]([N:26]([CH2:27][CH2:28][N:29]([CH3:30])[CH3:31])[CH3:38])[CH2:15]3)[CH2:2][CH2:3][CH2:4][CH2:5][CH2:6]1. The reactants are 48, ClCCCC(=O)N(C1=CC=C(C=C1)F)C1=CC=C(C=C1)F (4-chloro-N,N-bis(4-fluorophenyl)butanamide), B (borane), S(C)C (thiobismethane), CO (methanol). Run in O1CCCC1 (tetrahydrofuran), O1CCCC1 (tetrahydrofuran). Product: 32.5, ClCCCCN(C1=CC=C(C=C1)F)C1=CC=C(C=C1)F (N-(4-chlorobutyl)-4-fluoro-N-(4-fluorophenyl)benzenamine). Yield: 91.5%. Reaction SMILES: [Cl:1][CH2:2][CH2:3][CH2:4][C:5]([N:7]([C:15]1[CH:20]=[CH:19][C:18]([F:21])=[CH:17][CH:16]=1)[C:8]1[CH:13]=[CH:12][C:11]([F:14])=[CH:10][CH:9]=1)=O.B.S(C)C.CO>O1CCCC1>[Cl:1][CH2:2][CH2:3][CH2:4][CH2:5][N:7]([C:8]1[CH:9]=[CH:10][C:11]([F:14])=[CH:12][CH:13]=1)[C:15]1[CH:20]=[CH:19][C:18]([F:21])=[CH:17][CH:16]=1. Procedure: To a stirred and cooled (0° C.) solution of 48 parts of 4-chloro-N,N-bis(4-fluorophenyl)butanamide in 108 parts of tetrahydrofuran were added 240 parts of a solution of borane, compound with thiobismethane, in tetrahydrofuran. After stirring overnight at room temperature, the reaction mixture was decomposed with 160 parts of methanol. After evaporation, the residue was purified by column chromatography over silica gel using a mixture of triohloromethane and petroleum ether (20:80 by volume) as e... Reactants: C(=O)C1=C(C(=NN1C)C1=CC=C(C=C1)OC)C=1C(=C(OC1C)C(=O)OC)C (methyl 4-(5-formyl-3-(4-methoxyphenyl)-1-methyl-1H-pyrazol-4-yl)-3,5-dimethylfuran-2-carboxylate), B(Br)(Br)Br (BBr3). Run in C(Cl)Cl (CH2Cl2). The product is C(=O)C1=C(C(=NN1C)C1=CC=C(C=C1)O)C=1C(=C(OC1C)C(=O)O)C (4-(5-formyl-3-(4-hydroxyphenyl)-1-methyl-1H-pyrazol-4-yl)-3,5-dimethylfuran-2-carboxylic acid). Yield: 88.1%. Reaction SMILES: [CH:1]([C:3]1[N:7]([CH3:8])[N:6]=[C:5]([C:9]2[CH:14]=[CH:13][C:12]([O:15]C)=[CH:11][CH:10]=2)[C:4]=1[C:17]1[C:18]([CH3:27])=[C:19]([C:23]([O:25]C)=[O:24])[O:20][C:21]=1[CH3:22])=[O:2].B(Br)(Br)Br>C(Cl)Cl>[CH:1]([C:3]1[N:7]([CH3:8])[N:6]=[C:5]([C:9]2[CH:14]=[CH:13][C:12]([OH:15])=[CH:11][CH:10]=2)[C:4]=1[C:17]1[C:18]([CH3:27])=[C:19]([C:23]([OH:25])=[O:24])[O:20][C:21]=1[CH3:22])=[O:2]. Procedure details: methyl 4-(5-formyl-3-(4-methoxyphenyl)-1-methyl-1H-pyrazol-4-yl)-3,5-dimethylfuran-2-carboxylate (55 mg, 0.15 mmol) was dissolved in CH2Cl2 (7.5 mL) and BBr3 (1 M solution on DCM, 0.75 mL, 0.75 mmol) was added and stirred at room temperature over night. The reaction was quenched using water and extracted with CH2Cl2. Concentration and filtration trough a short plug of silica gave 4-(5-formyl-3-(4-hydroxyphenyl)-1-methyl-1H-pyrazol-4-yl)-3,5-dimethylfuran-2-carboxylic acid (45 mg, 75%) which was ... Reactants: COC(=O)c1cc(Br)cc(I)c1, [C-]#N, [C-]#N, CN(C)C=O, CCOC(C)=O, [Zn+2], c1ccc(P(c2ccccc2)(c2ccccc2)[Pd](P(c2ccccc2)(c2ccccc2)c2ccccc2)(P(c2ccccc2)(c2ccccc2)c2ccccc2)P(c2ccccc2)(c2ccccc2)c2ccccc2)cc1. Yields the product COC(=O)c1cc(Br)cc(C#N)c1. As a reaction SMILES: [Br:1][c:2]1[cH:3][c:4]([C:5](=[O:6])[O:7][CH3:8])[cH:9][c:10]([I:12])[cH:11]1.[C-:24]#[N:25].[C-:27]#[N:28].[CH3:13][N:14]([CH3:15])[CH:16]=[O:17].[CH3:18][CH2:19][O:20][C:21](=[O:22])[CH3:23].[Zn+2:26].[cH:29]1[cH:30][cH:31][c:32]([P:33]([Pd:34]([P:35]([c:36]2[cH:37][cH:38][cH:39][cH:40][cH:41]2)([c:42]2[cH:43][cH:44][cH:45][cH:46][cH:47]2)[c:48]2[cH:49][cH:50][cH:51][cH:52][cH:53]2)([P:54]([c:55]2[cH:56][cH:57][cH:58][cH:59][cH:60]2)([c:61]2[cH:62][cH:63][cH:64][cH:65][cH:66]2)[c:67]2[cH:68][cH:69][cH:70][cH:71][cH:72]2)[P:73]([c:74]2[cH:75][cH:76][cH:77][cH:78][cH:79]2)([c:80]2[cH:81][cH:82][cH:83][cH:84][cH:85]2)[c:86]2[cH:87][cH:88][cH:89][cH:90][cH:91]2)([c:92]2[cH:93][cH:94][cH:95][cH:96][cH:97]2)[c:98]2[cH:99][cH:100][cH:101][cH:102][cH:103]2)[cH:104][cH:105]1>>[Br:1][c:2]1[cH:3][c:4]([C:5](=[O:6])[O:7][CH3:8])[cH:9][c:10]([C:13]#[N:14])[cH:11]1. The reactants are [Br-], C[Mg+], [Cl-], CC12Cn3cnc(-c4ccc(F)cc4)c3C=C1CCCC2C(=O)c1cccs1, [NH4+]. Yields the product CC12Cn3cnc(-c4ccc(F)cc4)c3C=C1CCCC2C(C)(O)c1cccs1. As a reaction SMILES: [Br-:29].[CH3:30][Mg+:31].[Cl-:32].[F:1][c:2]1[cH:3][cH:4][c:5](-[c:8]2[n:9][cH:10][n:11]3[c:20]2[CH:19]=[C:18]2[C:13]([CH3:28])([CH2:12]3)[CH:14]([C:21](=[O:22])[c:23]3[s:24][cH:25][cH:26][cH:27]3)[CH2:15][CH2:16][CH2:17]2)[cH:6][cH:7]1.[NH4+:33]>>[F:1][c:2]1[cH:3][cH:4][c:5](-[c:8]2[n:9][cH:10][n:11]3[c:20]2[CH:19]=[C:18]2[C:13]([CH3:28])([CH2:12]3)[CH:14]([C:21]([OH:22])([c:23]3[s:24][cH:25][cH:26][cH:27]3)[CH3:30])[CH2:15][CH2:16][CH2:17]2)[cH:6][cH:7]1.